From a dataset of the Open Reaction Database (ORD), a public repository of structured organic reaction records. describe an organic reaction: reactants, conditions, products, and yield The reactants are C1CC(=O)N(C1=O)Br (NBS), NC1=CN=CC(=N1)SC (6-AMINO-2-METHYLTHIOPYRAZINE). Run in C(Cl)(Cl)Cl (CHLOROFORM). Product: NC=1C(=NC=C(N1)SC)Br (3-AMINO-2-BROMO-5-METHYLTHIOPYRAZINE). RXN SMILES: C1C(=O)N([Br:8])C(=O)C1.[NH2:9][C:10]1[N:15]=[C:14]([S:16][CH3:17])[CH:13]=[N:12][CH:11]=1>C(Cl)(Cl)Cl>[NH2:9][C:10]1[C:11]([Br:8])=[N:12][CH:13]=[C:14]([S:16][CH3:17])[N:15]=1. Procedure: NBS (3.28 G, 18.4 MMOL) WAS SLOWLY ADDED TO A STIRRED SOLUTION OF 6-AMINO-2-METHYLTHIOPYRAZINE (2.6 G, 18.4 MMOL) IN CHLOROFORM (100 ML). AFTER 1 H THE REACTION MIXTURE WAS PARTITIONED BETWEEN 10% SODIUM METABISULFITE SOLUTION AND CHLOROFORM. THE ORGANIC LAYER WAS DRIED (NA2SO4) AND EVAPORATED IN VACUO. THE CRUDE PRODUCT WAS PURIFIED BY FLASH COLUMN CHROMATOGRAPHY ON SILICA GEL (20% ETHYL ACETATE/HEXANES) TO GIVE THE TITLE COMPOUND AS A CRYSTALLINE SOLID: 1H NMR (CDCL3): Δ 2.49 (S, 3H), 4.97 (BR... Reactants: ClC1=C(C(=NN=N1)Cl)Cl (trichlorotriazine), N (ammonia), [OH-].[Na+] (sodium hydroxide). The product is NC=1C(=NN=NC1Cl)Cl (amino-dichlorotriazine). RXN SMILES: [Cl:1][C:2]1[N:7]=[N:6][N:5]=[C:4]([Cl:8])[C:3]=1Cl.[NH3:10].[OH-].[Na+]>>[NH2:10][C:3]1[C:2]([Cl:1])=[N:7][N:6]=[N:5][C:4]=1[Cl:8] |f:2.3|. Reported procedure: 45 parts of a trichlorotriazine melt at 160° C. are sprayed through a pressure nozzle, below the surface, into a dispersion column which is supplied with 21 parts of a 30% aqueous ammonia solution. The reaction mixture is pumped continuously into a vessel where, at about 25° C. with maintenance of the pH value at 8.5 to 9.0 with sodium hydroxide solution, the substitution is completed. The amino-dichlorotriazine obtained in practically quantitative amounts can be used directly to produce a react...